This data is from the Open Reaction Database (ORD), a public repository of structured organic reaction records. The task is: describe an organic reaction: reactants, conditions, products, and yield Reactants: CC1=C(C=CC(=C1)C)NCC(C)C ((2,4-dimethylphenyl)(2-methylpropyl)amine), ClS(=O)(=O)C=1C=CC(=C(C(=O)O)C1)OC (5-(chlorosulfonyl)-2-methoxybenzoic acid). The solvent is N1=CC=CC=C1 (pyridine). Conditions: temperature 20 celsius, time 4 hour. Product: CC1=C(C=CC(=C1)C)N(S(=O)(=O)C=1C=CC(=C(C(=O)O)C1)OC)CC(C)C (5-(N-(2,4-dimethylphenyl)-N-isobutylsulfamoyl)-2-methoxybenzoic acid). RXN SMILES: [CH3:1][C:2]1[CH:7]=[C:6]([CH3:8])[CH:5]=[CH:4][C:3]=1[NH:9][CH2:10][CH:11]([CH3:13])[CH3:12].Cl[S:15]([C:18]1[CH:19]=[CH:20][C:21]([O:27][CH3:28])=[C:22]([CH:26]=1)[C:23]([OH:25])=[O:24])(=[O:17])=[O:16]>N1C=CC=CC=1>[CH3:1][C:2]1[CH:7]=[C:6]([CH3:8])[CH:5]=[CH:4][C:3]=1[N:9]([CH2:10][CH:11]([CH3:13])[CH3:12])[S:15]([C:18]1[CH:19]=[CH:20][C:21]([O:27][CH3:28])=[C:22]([CH:26]=1)[C:23]([OH:25])=[O:24])(=[O:17])=[O:16]. Procedure: To a solution of (2,4-dimethylphenyl)(2-methylpropyl)amine (200 mg, 1.128 mmol) in pyridine (3 mL) was added 5-(chlorosulfonyl)-2-methoxybenzoic acid (283 mg, 1.128 mmol) and the reaction stirred at 20° C. for 4 hours. The solvent was removed in vacuo and the crude purified by flash silica (Si) chromatography (using a 0-100%, ethyl acetate-dichloromethane gradient, with extra 0-20% methanol added). The appropriate fractions were combined and evaporated in vacuo to give the required product, 108 ...